This data is from the Open Reaction Database (ORD), a public repository of structured organic reaction records. The task is: describe an organic reaction: reactants, conditions, products, and yield The reactants are CC#N, CCC[N+](CCC)(CCC)CCC, ClCCl, O=[Ru](=O)(=O)[O-], [O-][NH+]1CCOCC1, OCCCc1cn(C(c2ccccc2)(c2ccccc2)c2ccccc2)cn1. The product is O=CCCc1cn(C(c2ccccc2)(c2ccccc2)c2ccccc2)cn1. RXN SMILES: [CH3:36][C:37]#[N:38].[CH3:44][CH2:45][CH2:46][N+:47]([CH2:48][CH2:49][CH3:50])([CH2:51][CH2:52][CH3:53])[CH2:54][CH2:55][CH3:56].[Cl:57][CH2:58][Cl:59].[O-:39][Ru:40](=[O:41])(=[O:42])=[O:43].[O:29]1[CH2:30][CH2:31][NH+:32]([O-:33])[CH2:34][CH2:35]1.[c:1]1([C:7]([n:8]2[cH:9][n:10][c:11]([CH2:13][CH2:14][CH2:15][OH:16])[cH:12]2)([c:17]2[cH:18][cH:19][cH:20][cH:21][cH:22]2)[c:23]2[cH:24][cH:25][cH:26][cH:27][cH:28]2)[cH:2][cH:3][cH:4][cH:5][cH:6]1>>[c:1]1([C:7]([n:8]2[cH:9][n:10][c:11]([CH2:13][CH2:14][CH:15]=[O:16])[cH:12]2)([c:17]2[cH:18][cH:19][cH:20][cH:21][cH:22]2)[c:23]2[cH:24][cH:25][cH:26][cH:27][cH:28]2)[cH:2][cH:3][cH:4][cH:5][cH:6]1. Reactants: NC1=NC=CN=C1 (aminopyrazine), C(C)OC=1C(C(C1OCC)=O)=O (3,4-diethoxy-3-cyclobutene-1,2-dione). The solvent is C(C)O (ethanol). The product is C(C)OC=1C(C(C1NC1=NC=CN=C1)=O)=O (3-Ethoxy-4-(2-pyrazinylamino)-3-cyclobutene-1,2-dione). Reaction SMILES: [NH2:1][C:2]1[CH:7]=[N:6][CH:5]=[CH:4][N:3]=1.[CH2:8]([O:10][C:11]1[C:12](=O)[C:13](=[O:18])[C:14]=1[O:15]CC)[CH3:9]>C(O)C>[CH2:8]([O:10][C:11]1[C:14](=[O:15])[C:13](=[O:18])[C:12]=1[NH:1][C:2]1[CH:7]=[N:6][CH:5]=[CH:4][N:3]=1)[CH3:9]. Procedure: A solution of aminopyrazine and 3,4-diethoxy-3-cyclobutene-1,2-dione in ethanol was processed as described in Example 1A to provide the title compound. MS (DCI/NH3) m/z 220 (M+H)+.